From a dataset of the Open Reaction Database (ORD), a public repository of structured organic reaction records. describe an organic reaction: reactants, conditions, products, and yield The reactants are CS(=O)(=O)CCCN1CCNCC1, CCOc1cc(C(C)(C)C#N)c(Cl)cc1C1=NC(c2ccc(Cl)cc2)C(c2ccc(Cl)cc2)N1C(=O)Cl. Yields the product CCOc1cc(C(C)(C)C#N)c(Cl)cc1C1=NC(c2ccc(Cl)cc2)C(c2ccc(Cl)cc2)N1C(=O)N1CCN(CCCS(C)(=O)=O)CC1. Reaction SMILES: [CH3:38][S:39](=[O:40])(=[O:41])[CH2:42][CH2:43][CH2:44][N:45]1[CH2:46][CH2:47][NH:48][CH2:49][CH2:50]1.[Cl:1][c:2]1[c:3]([C:33]([CH3:34])([CH3:35])[C:36]#[N:37])[cH:4][c:5]([O:30][CH2:31][CH3:32])[c:6]([C:8]2=[N:12][CH:11]([c:13]3[cH:14][cH:15][c:16]([Cl:19])[cH:17][cH:18]3)[CH:10]([c:20]3[cH:21][cH:22][c:23]([Cl:26])[cH:24][cH:25]3)[N:9]2[C:27](=[O:28])[Cl:29])[cH:7]1>>[Cl:1][c:2]1[c:3]([C:33]([CH3:34])([CH3:35])[C:36]#[N:37])[cH:4][c:5]([O:30][CH2:31][CH3:32])[c:6]([C:8]2=[N:12][CH:11]([c:13]3[cH:14][cH:15][c:16]([Cl:19])[cH:17][cH:18]3)[CH:10]([c:20]3[cH:21][cH:22][c:23]([Cl:26])[cH:24][cH:25]3)[N:9]2[C:27](=[O:28])[N:48]2[CH2:47][CH2:46][N:45]([CH2:44][CH2:43][CH2:42][S:39]([CH3:38])(=[O:40])=[O:41])[CH2:50][CH2:49]2)[cH:7]1.